From a dataset of the Open Reaction Database (ORD), a public repository of structured organic reaction records. describe an organic reaction: reactants, conditions, products, and yield Reaction conditions: temperature 130 celsius. The reactants are C(#N)CC1=CC(=C(C=C1C(=O)O)C(=O)N)OC (6-Cyanomethyl-4-methoxy-isophthalamic acid), NC1=NNC(=C1)C (3-amino-5-methylpyrazol). Run in C(C)(=O)O (acetic acid). RXN SMILES: [C:1]([CH2:3][C:4]1[C:9]([C:10](O)=[O:11])=[CH:8][C:7]([C:13]([NH2:15])=[O:14])=[C:6]([O:16][CH3:17])[CH:5]=1)#[N:2].[NH2:18][C:19]1[CH:23]=[C:22]([CH3:24])[NH:21][N:20]=1>C(O)(=O)C>[OH:11][C:10]1[C:9]2[C:4](=[CH:5][C:6]([O:16][CH3:17])=[C:7]([C:13]([NH2:15])=[O:14])[CH:8]=2)[CH:3]=[C:1]([NH:18][C:19]2[CH:23]=[C:22]([CH3:24])[NH:21][N:20]=2)[N:2]=1. Isolated yield 85.9%. The product is OC1=NC(=CC2=CC(=C(C=C12)C(=O)N)OC)NC1=NNC(=C1)C (1-Hydroxy-6-methoxy-3-(5-methyl-1H-pyrazol-3-ylamino)-isoquinoline-7-carboxylic acid amide). Procedure: A mixture of 6-Cyanomethyl-4-methoxy-isophthalamic acid (0.5 g, 2.34 mmol), 3-amino-5-methylpyrazol (0.45 g, 4.68 mmol), acetic acid (10 ml) were sealed in microwave process vial (20 ml). The mixture was heated at 130° C. for 30 minutes under microwave irradiation. After removal of acetic acid, the residue was dissolved in 1.5 ml MeOH. This solution was added dropwise to 30 ml water, and the formed solid was collected and purified by flash column chromatography to give product (0.63 g, 86%). LC-... Starting materials: [Br-], C=C(C)[Mg+], CCC1=C2c3cc4c(cc3CC[NH+]2Cc2c1ccc(OC)c2OC)OCO4, CCOCC, [I-], C1CCOC1. Product: C=C(C)C1c2c(ccc(OC)c2OC)C(CC)=C2c3cc4c(cc3CCN21)OCO4. RXN SMILES: [Br-:29].[C:30](=[CH2:31])([CH3:32])[Mg+:33].[CH2:1]([CH3:2])[C:3]1=[C:12]2[NH+:11]([CH2:10][c:9]3[c:4]1[cH:5][cH:6][c:7]([O:26][CH3:27])[c:8]3[O:24][CH3:25])[CH2:20][CH2:19][c:18]1[c:13]2[cH:14][c:15]2[c:16]([cH:17]1)[O:21][CH2:22][O:23]2.[CH3:39][CH2:40][O:41][CH2:42][CH3:43].[I-:28].[O:34]1[CH2:35][CH2:36][CH2:37][CH2:38]1>>[CH2:1]([CH3:2])[C:3]1=[C:12]2[N:11]([CH:10]([C:30](=[CH2:31])[CH3:32])[c:9]3[c:4]1[cH:5][cH:6][c:7]([O:26][CH3:27])[c:8]3[O:24][CH3:25])[CH2:20][CH2:19][c:18]1[c:13]2[cH:14][c:15]2[c:16]([cH:17]1)[O:21][CH2:22][O:23]2. Reagents/catalysts: [OH-].[Pd+2].[OH-] (palladium hydroxide). Solvent: CO (methanol). Run at time 6 hour. Product: C1(=CC=C(C=C1)N1CCNCC1)C1=CC=CC=C1 (1-biphenyl-4-yl-piperazine). Reaction SMILES: C([N:8]1[CH2:13][CH2:12][N:11]([C:14]2[CH:19]=[CH:18][C:17]([C:20]3[CH:25]=[CH:24][CH:23]=[CH:22][CH:21]=3)=[CH:16][CH:15]=2)[CH2:10][CH2:9]1)C1C=CC=CC=1>CO.[OH-].[Pd+2].[OH-]>[C:17]1([C:20]2[CH:25]=[CH:24][CH:23]=[CH:22][CH:21]=2)[CH:18]=[CH:19][C:14]([N:11]2[CH2:10][CH2:9][NH:8][CH2:13][CH2:12]2)=[CH:15][CH:16]=1 |f:2.3.4|. Starting materials: C(C1=CC=CC=C1)N1CCN(CC1)C1=CC=C(C=C1)C1=CC=CC=C1 (1-benzyl-4-biphenyl-4-yl-piperazine). Procedure: A suspension of 12.45 g (0.037 mol) of 1-benzyl-4-biphenyl-4-yl-piperazine and 4 g of palladium hydroxide in 360 ml of methanol is stirred for 6 hours at ambient temperature in a Parr apparatus under a hydrogen pressure of 50 psi. The catalyst is separated off and the filtrate is evaporated down.